From a dataset of the Open Reaction Database (ORD), a public repository of structured organic reaction records. describe an organic reaction: reactants, conditions, products, and yield Reactants: N1(C)C(=O)N(C)C=2N=CNC2C1=O (theophylline), aqueous solution, OO (hydrogen peroxide), S(O)(O)(=O)=O (sulfuric acid), FC(F)(F)I (trifluoromethyl iodide). Reagents/catalysts: S(=O)(=O)([O-])[O-].[Fe+2] (iron (II) sulfate). Solvent: CS(=O)C (dimethyl sulfoxide), CS(=O)C (dimethyl sulfoxide), CS(=O)C (dimethyl sulfoxide). Run at temperature 45 celsius, time 20 minute. The product is FC(C1=NC=2N(C(N(C)C(C2N1)=O)=O)C)(F)F (8-trifluoromethyltheophylline). Isolated yield 48.0%. RXN SMILES: [N:1]1([C:12](=[O:13])[C:11]2[NH:10][CH:9]=[N:8][C:7]=2[N:5]([CH3:6])[C:3]1=[O:4])[CH3:2].S(=O)(=O)(O)O.[F:19][C:20](I)([F:22])[F:21].OO>S([O-])([O-])(=O)=O.[Fe+2].CS(C)=O>[F:19][C:20]([F:22])([F:21])[C:9]1[NH:10][C:11]2[C:12](=[O:13])[N:1]([CH3:2])[C:3](=[O:4])[N:5]([CH3:6])[C:7]=2[N:8]=1 |f:4.5|. Procedure: 0.18 g (1.0 mmol) of theophylline was weighed and placed in a 50 ml two-neck flask equipped with a magnetic rotor and the atmosphere in the flask was replaced with argon. The following materials were added thereinto: 2.0 ml of dimethyl sulfoxide, 2.0 ml of a 1N dimethyl sulfoxide solution of sulfuric acid, 1.0 ml of a 3.0 mol/l dimethyl sulfoxide solution of trifluoromethyl iodide, 0.2 ml of a 30% hydrogen peroxide aqueous solution and 0.3 ml of a 1.0 mol/l aqueous solution of iron (II) sulfate....